This data is from the Open Reaction Database (ORD), a public repository of structured organic reaction records. The task is: describe an organic reaction: reactants, conditions, products, and yield Starting materials: O (water), C(CC)C1=CC=C(C(=O)Cl)C=C1 (4-Propylbenzoyl chloride), NC1=C(N=C(N1)CC1=CC=C(O1)C(=O)OCC)C(N)=O (ethyl 5-(5-amino-4-carbamoyl-1H-imidazol-2-ylmethyl)furan-2-carboxylate), C(O)([O-])=O.[Na+] (sodium hydrogen carbonate). The solvent is C1CCOC1 (THF). Reaction conditions: temperature 20 celsius, time 20 hour. The product is C(N)(=O)C=1N=C(NC1NC(C1=CC=C(C=C1)CCC)=O)CC1=CC=C(O1)C(=O)OCC (ethyl 5-[4-carbamoyl-5-(4-propylbenzoylamino)-1H-imidazol-2-ylmethyl]furan-2-carboxylate). Yield: 57.0%. As a reaction SMILES: [CH2:1]([C:4]1[CH:12]=[CH:11][C:7]([C:8](Cl)=[O:9])=[CH:6][CH:5]=1)[CH2:2][CH3:3].[NH2:13][C:14]1[NH:18][C:17]([CH2:19][C:20]2[O:24][C:23]([C:25]([O:27][CH2:28][CH3:29])=[O:26])=[CH:22][CH:21]=2)=[N:16][C:15]=1[C:30](=[O:32])[NH2:31].C(=O)([O-])O.[Na+].O>C1COCC1>[C:30]([C:15]1[N:16]=[C:17]([CH2:19][C:20]2[O:24][C:23]([C:25]([O:27][CH2:28][CH3:29])=[O:26])=[CH:22][CH:21]=2)[NH:18][C:14]=1[NH:13][C:8](=[O:9])[C:7]1[CH:11]=[CH:12][C:4]([CH2:1][CH2:2][CH3:3])=[CH:5][CH:6]=1)(=[O:32])[NH2:31] |f:2.3|. Procedure details: 4-Propylbenzoyl chloride (2 ml; 11.9 mM) are added dropwise to 3 g (10.8 mM) of ethyl 5-(5-amino-4-carbamoyl-1H-imidazol-2-ylmethyl)furan-2-carboxylate and 1.8 g of sodium hydrogen carbonate (21.6 mM) in 15 ml of THF. The reaction medium is then stirred at 20° C. for 20 hours. After addition of water, a solid precipitate is formed, which is isolated and purified by chromatography on silica, first using a dichloromethane/acetone mixture (90/10) as eluent, and then a dichloromethane/methanol mixtu... Starting materials: ClC=1C2=C(N=CN1)CN(CC2)C2=NC=CC(=C2)C(F)(F)F (4-chloro-7-(4-(trifluoromethyl)pyridin-2-yl)-5,6,7,8-tetrahydropyrido[3,4-d]pyrimidine), COC=1C=C(N)C=CC1 (3-methoxyaniline), C(C)#N (acetonitrile), I (HI), [Na] (sodium). The yield is 24.9%. Reaction SMILES: Cl[C:2]1[C:3]2[CH2:11][CH2:10][N:9]([C:12]3[CH:17]=[C:16]([C:18]([F:21])([F:20])[F:19])[CH:15]=[CH:14][N:13]=3)[CH2:8][C:4]=2[N:5]=[CH:6][N:7]=1.[CH3:22][O:23][C:24]1[CH:25]=[C:26]([CH:28]=[CH:29][CH:30]=1)[NH2:27].C(#N)C.I.[Na]>>[F:19][C:18]([F:21])([F:20])[C:16]1[CH:15]=[CH:14][N:13]=[C:12]([N:9]2[CH2:10][CH2:11][C:3]3[C:2]([NH:27][C:26]4[CH:28]=[CH:29][CH:30]=[C:24]([O:23][CH3:22])[CH:25]=4)=[N:7][CH:6]=[N:5][C:4]=3[CH2:8]2)[CH:17]=1 |^1:34|. Product: FC(C1=CC(=NC=C1)N1CC=2N=CN=C(C2CC1)NC1=CC(=CC=C1)OC)(F)F (7-(4-(Trifluoromethyl)pyridin-2-yl)-5,6,7,8-tetrahydro-N-(3-methoxyphenyl)pyrido[3,4-d]pyrimidin-4-amine). Run at temperature 160 celsius. Procedure details: A mixture of 4-chloro-7-(4-(trifluoromethyl)pyridin-2-yl)-5,6,7,8-tetrahydropyrido[3,4-d]pyrimidine (0.041 g, 0.00013 mol), 3-methoxyaniline (0.018 mL, 0.00016 mol) in acetonitrile (1.00 mL, 0.0191 mol) and 47% HI (0.11 mL, 0.001 mol) was heated at 160° C. for 10 minutes in in a sealed tube via microwave. After cooling to r.t., the mixture was poured into saturated aqueous sodium bicarbanate (5 mL) and extracted with ethyl acetate (10 mL). The organic layer was washed with brine and dried over m... Reactants: Cl, [Na+], [OH-], O, O=C(N1CCC(c2ccc(S(=O)(=O)Nc3ncns3)cc2)CC1)C(F)(F)F. Yields the product O=S(=O)(Nc1ncns1)c1ccc(C2CCNCC2)cc1. As a reaction SMILES: [ClH:30].[Na+:29].[OH-:28].[OH2:31].[s:1]1[n:2][cH:3][n:4][c:5]1[NH:6][S:7](=[O:8])(=[O:9])[c:10]1[cH:11][cH:12][c:13]([CH:16]2[CH2:17][CH2:18][N:19]([C:22](=[O:23])[C:24]([F:25])([F:26])[F:27])[CH2:20][CH2:21]2)[cH:14][cH:15]1>>[s:1]1[n:2][cH:3][n:4][c:5]1[NH:6][S:7](=[O:8])(=[O:9])[c:10]1[cH:11][cH:12][c:13]([CH:16]2[CH2:17][CH2:18][NH:19][CH2:20][CH2:21]2)[cH:14][cH:15]1. Starting materials: OC=1C=C2CCNC(C2=CC1)=O (6-Hydroxy-1-oxo-1,2,3,4-tetrahydroisoquinoline), COC(CBr)OC (bromacetaldehyde dimethyl acetal), C(=O)([O-])[O-].[Cs+].[Cs+] (Cs2CO3), [I-].[Cs+] (CsI). The solvent is CN(C)C=O (DMF). Yields the product COC(COC=1C=C2CCNC(C2=CC1)=O)OC (6-(2,2-dimethoxyethoxy)-1-oxo-1,2,3,4-tetrahydroisoquinoline). Reaction SMILES: [OH:1][C:2]1[CH:3]=[C:4]2[C:9](=[CH:10][CH:11]=1)[C:8](=[O:12])[NH:7][CH2:6][CH2:5]2.[CH3:13][O:14][CH:15]([O:18][CH3:19])[CH2:16]Br.C([O-])([O-])=O.[Cs+].[Cs+].[I-].[Cs+]>CN(C=O)C>[CH3:13][O:14][CH:15]([O:18][CH3:19])[CH2:16][O:1][C:2]1[CH:3]=[C:4]2[C:9](=[CH:10][CH:11]=1)[C:8](=[O:12])[NH:7][CH2:6][CH2:5]2 |f:2.3.4,5.6|. Procedure: 6-Hydroxy-1-oxo-1,2,3,4-tetrahydroisoquinoline is treated with bromacetaldehyde dimethyl acetal, in the presence of Cs2CO3 and CsI in DMF to yield 6-(2,2-dimethoxyethoxy)-1-oxo-1,2,3,4-tetrahydroisoquinoline. Treatment with 2-chloromethylpyridine hydrochloride in the presence of sodium hydride in DMF yields 6-(2,2-dimethoxyethoxy)2-(2-pyridylmethyl)-1-oxo-1,2,3,4-tetrahydroisoquinoline. Hydrolysis with 20% aqueous sulfuric acid in THF yields α-[2-(2-pyridylmethyl)-1-oxo-1,2,3,4-tetrahydroisoquin... Product: O1C(=NC2=C1C=CC=C2)C2=CC1=C(N(C(=N1)C)C1CCOCC1)C=C2Cl (5-(benzoxazol-2-yl)-2-methyl-1-(tetrahydropyran-4-yl)-6-chlorobenzimidazole). The yield is 40.8%. Reactants: ClC1=CC(=C(N)C=C1C=1OC2=C(N1)C=CC=C2)NC2CCOCC2 (2-(4-chloro-2-(tetrahydropyran-4-yl)aminoanilin-5-yl)benzoxazole), Cl.C(C)(OC)=N (methyl acetimidate hydrochloride), O (water). Reaction SMILES: [Cl:1][C:2]1[C:8]([C:9]2[O:10][C:11]3[CH:17]=[CH:16][CH:15]=[CH:14][C:12]=3[N:13]=2)=[CH:7][C:5]([NH2:6])=[C:4]([NH:18][CH:19]2[CH2:24][CH2:23][O:22][CH2:21][CH2:20]2)[CH:3]=1.Cl.[C:26](=N)(OC)[CH3:27].O>CO>[O:10]1[C:11]2[CH:17]=[CH:16][CH:15]=[CH:14][C:12]=2[N:13]=[C:9]1[C:8]1[C:2]([Cl:1])=[CH:3][C:4]2[N:18]([CH:19]3[CH2:24][CH2:23][O:22][CH2:21][CH2:20]3)[C:26]([CH3:27])=[N:6][C:5]=2[CH:7]=1 |f:1.2|. Procedure details: To a solution of 2-(4-chloro-2-(tetrahydropyran-4-yl)aminoanilin-5-yl)benzoxazole (see Working Example 112-3) (0.04 g, 0.2 mmol) in methanol (1.2 mL) was added methyl acetimidate hydrochloride (0.06 g, 0.6 mmol), and this was heated to reflux for 3 hours. After the reaction solution was cooled, water was added, and the precipitated crystals were filtered, and after being washed with water were dried to yield the title compound (0.03 g, 79% yield) as a yellowish-brown solid. The solvent is CO (methanol). Starting materials: C(C\C=C/C\C=C/CCCCC)O ((Z,Z)-3,6-dodecadienol), C1(=CC=C(C=C1)S(=O)(=O)Cl)C (p-toluenesulfonyl chloride), S(O)(O)(=O)=O (sulfuric acid). The solvent is N1=CC=CC=C1 (pyridine). Run at time 8 hour. The product is S(=O)(=O)(OCC\C=C/C\C=C/CCCCC)C1=CC=C(C)C=C1 ((Z,Z)-3,6-dodecadienyl tosylate). The yield is 45.9%. Reaction SMILES: [C:1]1([CH3:11])[CH:6]=[CH:5][C:4]([S:7](Cl)(=[O:9])=[O:8])=[CH:3][CH:2]=1.[CH2:12]([OH:24])[CH2:13]/[CH:14]=[CH:15]\[CH2:16]/[CH:17]=[CH:18]\[CH2:19][CH2:20][CH2:21][CH2:22][CH3:23].S(=O)(=O)(O)O>N1C=CC=CC=1>[S:7]([C:4]1[CH:5]=[CH:6][C:1]([CH3:11])=[CH:2][CH:3]=1)([O:24][CH2:12][CH2:13]/[CH:14]=[CH:15]\[CH2:16]/[CH:17]=[CH:18]\[CH2:19][CH2:20][CH2:21][CH2:22][CH3:23])(=[O:9])=[O:8]. Procedure details: To a solution of 8.7 g (45 mmoles) of p-toluenesulfonyl chloride in 60 ml pyridine was added dropwise at 0°-5° C., a solution of 5.8 g (31.8 mmoles) of (Z,Z)-3,6-dodecadienol (T. Kajiwara, J. Sekiya, Y. Odake and A. Hatanaka, Agric. Biol. Chem., 41, 1481 (1977)). The temperature was allowed to rise to 25° C., and the reaction mixture was stirred at room temperature overnight. The resulting suspension was slowly poured into a mixture of 1 N aqueous sulfuric acid and ice and the product extracted ...